Task: describe an organic reaction: reactants, conditions, products, and yield. Dataset: the Open Reaction Database (ORD), a public repository of structured organic reaction records RXN SMILES: Br[C:2]1[CH:7]=[CH:6][CH:5]=[C:4]([CH2:8][C:9]2[CH:14]=[CH:13][C:12]([CH2:15][CH3:16])=[CH:11][CH:10]=2)[CH:3]=1.CCCCCC.C([Li])CCC.[B:28](OC)([O:31]C)[O:29]C.S(=O)(=O)(O)O>C1COCC1>[CH2:15]([C:12]1[CH:13]=[CH:14][C:9]([CH2:8][C:4]2[CH:3]=[C:2]([B:28]([OH:31])[OH:29])[CH:7]=[CH:6][CH:5]=2)=[CH:10][CH:11]=1)[CH3:16] |f:1.2|. Run at time 20 minute. Isolated yield 31.6%. Starting materials: S(O)(O)(=O)=O (sulfuric acid), BrC1=CC(=CC=C1)CC1=CC=C(C=C1)CC (1-bromo-3-(4-ethylbenzyl)benzene), B(OC)(OC)OC (trimethyl borate), CCCCCC.C(CCC)[Li] (n-butyllithium hexane). Run in C1CCOC1 (THF). Procedure details: In a nitrogen stream, a solution of 1-bromo-3-(4-ethylbenzyl)benzene (2.19 g, 7.96 mmol) in THF (20 mL) was cooled to −78° C., and an n-butyllithium hexane solution (2.44 M, 3.42 mL) was added dropwise thereto and the mixture solution was stirred at the same temperature for 20 minutes. After addition of trimethyl borate (2.68 mL, 23.87 mmol), the reaction mixture was stirred at the temperature for five minutes and at room temperature for 12.5 hours. After cooling the reaction mixture in an ice b... Product: C(C)C1=CC=C(CC=2C=C(C=CC2)B(O)O)C=C1 (3-(4-Ethylbenzyl)phenylboronic Acid). Reactants: C(CCCCCCC)S (n-octylmercaptan), [OH-].[Na+] (sodium hydroxide), S(O)(O)(=O)=O (sulfuric acid), C(C=C)(=O)O (acrylic acid). The solvent is O (water), C(C)(C)O (isopropyl alcohol), O (water). Run at temperature 85 celsius, time 30 minute. Yields the product C(CCCCCCC)CCC(=S)O (3-octylthiopropionic acid). Yield: 98.6%. As a reaction SMILES: [CH2:1]([SH:9])[CH2:2][CH2:3][CH2:4][CH2:5][CH2:6][CH2:7][CH3:8].[OH-].[Na+].[C:12](O)(=O)[CH:13]=[CH2:14].S(=O)(=O)(O)[OH:18]>O.C(O)(C)C>[CH2:4]([CH2:3][CH2:2][C:1]([OH:18])=[S:9])[CH2:5][CH2:6][CH2:7][CH2:8][CH2:12][CH2:13][CH3:14] |f:1.2|. Procedure: A charge of 1.00 mole of n-octylmercaptan in an isopropyl alcohol and water 1:1 blend was added to a vessel. At room temperature, 1.16 mole of sodium hydroxide in an equal volume of water was added to the vessel, and an exotherm proceeded at 50° to 60° C. Over a 30-minute period, 1.05 mole of acrylic acid was added dropwise, the temperature was then raised to 85° C., and the mixture was allowed to reflux for 2 hours. After cooling to 55° C., 70% aqueous sulfuric acid (0.59 mole) was added, with ... The reactants are [Mg] (magnesium), C1(CCC1)Br (cyclobutyl bromide), C(C)(C)(C)OC(=O)N1C[C@H](CC1)C(N(C)OC)=O ((S)-3-(methoxy(methyl)carbamoyl)-pyrrolidine-1-carboxylic acid tert-butyl ester), [Mg] (magnesium). The reagents and catalysts are II (iodine), [H-].C(C(C)C)[Al+]CC(C)C (diisobutylaluminium hydride). Solvent: C1CCOC1 (THF), C1CCOC1 (THF), C1CCOC1 (THF). The product is C(C)(C)(C)OC(=O)N1C[C@H](CC1)C(=O)C1CCC1 ((S)-3-Cyclobutylcarbonyl-pyrrolidine-1-carboxylic acid tert-butyl ester). The yield is 53.0%. RXN SMILES: [Mg].[CH:2]1(Br)[CH2:5][CH2:4][CH2:3]1.[C:7]([O:11][C:12]([N:14]1[CH2:18][CH2:17][C@H:16]([C:19](=[O:24])N(OC)C)[CH2:15]1)=[O:13])([CH3:10])([CH3:9])[CH3:8]>C1COCC1.[H-].C([Al+]CC(C)C)C(C)C.II>[C:7]([O:11][C:12]([N:14]1[CH2:18][CH2:17][C@H:16]([C:19]([CH:2]2[CH2:5][CH2:4][CH2:3]2)=[O:24])[CH2:15]1)=[O:13])([CH3:10])([CH3:9])[CH3:8] |f:4.5|. Procedure: Add diisobutylaluminium hydride (1M in toluene, 0.790 mL, 0.790 mmol) to a stirred mixture of magnesium (0.960 g, 39.5 mmol) and iodine (0.100 g, 0.395 mmol) in THF (1 mL) under nitrogen. Add drop wise a solution of cyclobutyl bromide (8.00 g, 59.2 mmol) in THF (10 mL) and stir the reaction at 60° C. for 2 h whereby all the magnesium is consumed. Cool the mixture to room temperature and add drop wise a solution of (S)-3-(methoxy(methyl)carbamoyl)-pyrrolidine-1-carboxylic acid tert-butyl ester (1... The reactants are NC1=CC2=C(N(C(CCC2)=O)CC)C=C1OC (7-Amino-1-ethyl-8-methoxy-1,3,4,5-tetrahydro-benzo[b]azepin-2-one), ClC1=NC=C(C(=N1)NC1=C(C=CC=C1)N1N=CC=C1)Cl ((2,5-Dichloro-pyrimidin-4-yl)-(2-pyrazol-1-yl-phenyl)-amine). Product: ClC=1C(=NC(=NC1)NC1=CC2=C(N(C(CCC2)=O)CC)C=C1OC)NC1=C(C=CC=C1)N1N=CC=C1 (7-[5-Chloro-4-(2-pyrazol-1-yl-phenylamino)-pyrimidin-2-ylamino]-1-ethyl-8-methoxy-1,3,4,5-tetrahydro-benzo[b]azepin-2-one). Yield: 32.0%. Reaction SMILES: [NH2:1][C:2]1[C:15]([O:16][CH3:17])=[CH:14][C:5]2[N:6]([CH2:12][CH3:13])[C:7](=[O:11])[CH2:8][CH2:9][CH2:10][C:4]=2[CH:3]=1.Cl[C:19]1[N:24]=[C:23]([NH:25][C:26]2[CH:31]=[CH:30][CH:29]=[CH:28][C:27]=2[N:32]2[CH:36]=[CH:35][CH:34]=[N:33]2)[C:22]([Cl:37])=[CH:21][N:20]=1>>[Cl:37][C:22]1[C:23]([NH:25][C:26]2[CH:31]=[CH:30][CH:29]=[CH:28][C:27]=2[N:32]2[CH:36]=[CH:35][CH:34]=[N:33]2)=[N:24][C:19]([NH:1][C:2]2[C:15]([O:16][CH3:17])=[CH:14][C:5]3[N:6]([CH2:12][CH3:13])[C:7](=[O:11])[CH2:8][CH2:9][CH2:10][C:4]=3[CH:3]=2)=[N:20][CH:21]=1. Procedure: Following a procedure analogous to Example 113, 7-Amino-1-ethyl-8-methoxy-1,3,4,5-tetrahydro-benzo[b]azepin-2-one (51 mgs) and (2,5-Dichloro-pyrimidin-4-yl)-(2-pyrazol-1-yl-phenyl)-amine were combined to prepare the title compound (32 mgs, 32%) as a white foam. 1H-NMR (CDCl3): δ 10.24 (s, 1H), 8.50 (d, J=8.3 Hz, 1H), 8.20 (s, 1H), 8.10 (s, 1H), 7.85 (d, J=14.4 Hz, 2H), 7.56 (s, 1H), 7.43-7.37 (m, 2H), 7.23 (t, J=7.6 Hz, 1H), 6.71 (s, 1H), 6.53 (s, 1H), 3.91 (s, 3H), 2.68-2.54 (m, 1H), 2.28 (broa...